This data is from the Open Reaction Database (ORD), a public repository of structured organic reaction records. The task is: describe an organic reaction: reactants, conditions, products, and yield Reactants: ClCCCCN1C2=NC(=NC(=C2N=C1OC)N)N[C@H](CCC)C (9-(4-chlorobutyl)-N2-[(1S)-1-methylbutyl]-8-(methyloxy)-9H-purine-2,6-diamine), N1CCCCC1 (piperidine). Yields the product NC1=C2NC(N(C2=NC(=N1)N[C@H](CCC)C)CCCCN1CCCCC1)=O (6-Amino-2-{[(1S)-1-methylbutyl]amino}-9-[4-(1-piperidinyl)butyl]-7,9-dihydro-8H-purin-8-one). RXN SMILES: Cl[CH2:2][CH2:3][CH2:4][CH2:5][N:6]1[C:14]([O:15]C)=[N:13][C:12]2[C:7]1=[N:8][C:9]([NH:18][C@@H:19]([CH3:23])[CH2:20][CH2:21][CH3:22])=[N:10][C:11]=2[NH2:17].[NH:24]1[CH2:29][CH2:28][CH2:27][CH2:26][CH2:25]1>>[NH2:17][C:11]1[N:10]=[C:9]([NH:18][C@@H:19]([CH3:23])[CH2:20][CH2:21][CH3:22])[N:8]=[C:7]2[C:12]=1[NH:13][C:14](=[O:15])[N:6]2[CH2:5][CH2:4][CH2:3][CH2:2][N:24]1[CH2:29][CH2:28][CH2:27][CH2:26][CH2:25]1. Procedure: Prepared similarly to Example 29 from 9-(4-chlorobutyl)-N2-[(1S)-1-methylbutyl]-8-(methyloxy)-9H-purine-2,6-diamine and piperidine. Starting materials: C(O)([O-])=O.[K+] (potassium hydrogencarbonate), C(\C=C\C(=O)[O-])(=O)[O-] (Fumarate), ClCCCOC=1C(=CC2=C(C3=C(C(O2)=O)CCC3)C1)OC (8-(3-chloropropoxy)-2,3-dihydro-7-methoxy-cyclopenta[c][1]benzopyran-4(1H)-one), Cl.Cl.N1=C(N=CC=C1)N1CCNCC1 (1-(2-pyrimidinyl)piperazine dihydrochloride). Solvent: C(C)O (ethanol), C(Cl)(Cl)Cl (chloroform), CC(=O)C (acetone). Product: COC1=CC2=C(C3=C(C(O2)=O)CCC3)C=C1OCCCN1CCN(CC1)C1=NC=CC=N1 (2,3-dihydro-7-methoxy-8-{3-[4-(2-pyrimidinyl)-1-piperazinyl]propoxy}cyclopenta[c][1]benzopyran-4(1H)-one). Isolated yield 54.0%. RXN SMILES: C(=O)([O-])O.[K+].Cl[CH2:7][CH2:8][CH2:9][O:10][C:11]1[C:12]([O:25][CH3:26])=[CH:13][C:14]2[O:19][C:18](=[O:20])[C:17]3[CH2:21][CH2:22][CH2:23][C:16]=3[C:15]=2[CH:24]=1.Cl.Cl.[N:29]1[CH:34]=[CH:33][CH:32]=[N:31][C:30]=1[N:35]1[CH2:40][CH2:39][NH:38][CH2:37][CH2:36]1.C([O-])(=O)/C=C/C([O-])=O>CC(C)=O.C(O)C.C(Cl)(Cl)Cl>[CH3:26][O:25][C:12]1[C:11]([O:10][CH2:9][CH2:8][CH2:7][N:38]2[CH2:39][CH2:40][N:35]([C:30]3[N:29]=[CH:34][CH:33]=[CH:32][N:31]=3)[CH2:36][CH2:37]2)=[CH:24][C:15]2[C:16]3[CH2:23][CH2:22][CH2:21][C:17]=3[C:18](=[O:20])[O:19][C:14]=2[CH:13]=1 |f:0.1,3.4.5|. Procedure: Method B (60 h at 50° C.; 4 equivalents of potassium hydrogencarbonate); starting materials: 8-(3-chloropropoxy)-2,3-dihydro-7-methoxy-cyclopenta[c][1]benzopyran-4(1H)-one (example 83) and 1-(2-pyrimidinyl)piperazine dihydrochloride; yield 54%; fusion point 184°-186° C. (from chloroform and ethanol). Fumarate: method E; yield 77%; fusion point 226°-228° C. (from acetone). The reactants are FC1=CC=C(C=C1)N1C=C(C2=CC(=CC=C12)C=1N=NN(N1)C)C=1CCNCC1 (1-(4-Fluorophenyl)-5-(2-methyl-5-tetrazolyl)-3-(1,2,3,6-tetrahydro-4-pyridinyl)-1H-indole), ClCCN1C(NCC1)=O (1-(2-chloroethyl)imidazolidin-2-one), C([O-])([O-])=O.[K+].[K+] (potassium carbonate), [I-].[K+] (potassium iodide). Run in CC(C)CC(=O)C (MIBK). Product: FC1=CC=C(C=C1)N1C=C(C2=CC(=CC=C12)C=1N=NN(N1)C)C=1CCN(CC1)CCN1C(NCC1)=O (1-[2-[4-[1-(4-Fluorophenyl)-5-(2-methyltetrazol-5-yl)-1H-indol-3-yl]-1,2,3,6-tetrahydropyridin-1-yl]ethyl]-2-imidazolidinone). As a reaction SMILES: [F:1][C:2]1[CH:7]=[CH:6][C:5]([N:8]2[C:16]3[C:11](=[CH:12][C:13]([C:17]4[N:18]=[N:19][N:20]([CH3:22])[N:21]=4)=[CH:14][CH:15]=3)[C:10]([C:23]3[CH2:24][CH2:25][NH:26][CH2:27][CH:28]=3)=[CH:9]2)=[CH:4][CH:3]=1.Cl[CH2:30][CH2:31][N:32]1[CH2:36][CH2:35][NH:34][C:33]1=[O:37].C(=O)([O-])[O-].[K+].[K+].[I-].[K+]>CC(CC(C)=O)C>[F:1][C:2]1[CH:7]=[CH:6][C:5]([N:8]2[C:16]3[C:11](=[CH:12][C:13]([C:17]4[N:18]=[N:19][N:20]([CH3:22])[N:21]=4)=[CH:14][CH:15]=3)[C:10]([C:23]3[CH2:24][CH2:25][N:26]([CH2:30][CH2:31][N:32]4[CH2:36][CH2:35][NH:34][C:33]4=[O:37])[CH2:27][CH:28]=3)=[CH:9]2)=[CH:4][CH:3]=1 |f:2.3.4,5.6|. Procedure: A mixture of 1-(4-fluorophenyl)-5-(2-methyl-5-tetrazolyl)-3-(1,2,3,6-tetrahydro-4-pyridinyl)-1H-indole (21a) (4 g), 1-(2-chloroethyl)imidazolidin-2-one (1.8 g), potassium carbonate (2.1 g) and potassium iodide (0.5 g) in MIBK (80 mL) was boiled at reflux for 20 hours. After cooling, inorganic salts were filtered off and the solvent evaporated in vacuo. The title compound crystallised from ethyl acetate. Yield 3.0 g. Mp 201-203° C. 1H NMR (CDCl3): δ 2.60-2.70 (m, 4H), 2.80 (t, 2H), 3.30 (broad s,... Reactants: C(C1=CC=CC=C1)(=O)C1=C(C(=O)N(CC(OCC)OCC)CC#N)C=CC(=C1)OC (2-Benzoyl-N-cyanomethyl-N-(2,2-diethoxyethyl)-4-methoxybenzamide), C[O-].[Na+] (sodium methoxide). The solvent is CO (methanol). Yields the product C(#N)C=1N(C(C2=CC=C(C=C2C1C1=CC=CC=C1)OC)=O)CC(OCC)OCC (3-Cyano-2-(2,2-diethoxyethyl)-6-methoxy-4-phenyl-2H-isoquinolin-1-one). Yield: 77.4%. RXN SMILES: [C:1]([C:9]1[CH:28]=[C:27]([O:29][CH3:30])[CH:26]=[CH:25][C:10]=1[C:11]([N:13]([CH2:22][C:23]#[N:24])[CH2:14][CH:15]([O:19][CH2:20][CH3:21])[O:16][CH2:17][CH3:18])=[O:12])(=O)[C:2]1[CH:7]=[CH:6][CH:5]=[CH:4][CH:3]=1.C[O-].[Na+]>CO>[C:23]([C:22]1[N:13]([CH2:14][CH:15]([O:19][CH2:20][CH3:21])[O:16][CH2:17][CH3:18])[C:11](=[O:12])[C:10]2[C:9]([C:1]=1[C:2]1[CH:7]=[CH:6][CH:5]=[CH:4][CH:3]=1)=[CH:28][C:27]([O:29][CH3:30])=[CH:26][CH:25]=2)#[N:24] |f:1.2|. Procedure details: A solution of 5 (1.05 g, 2.65 mmol), sodium methoxide (4.62M in methanol, 1.43 mL, 6.63 mmol) and methanol (50 mL) was heated at reflux for 2 h. The solvent was removed in vacuo and sat. sodium bicarbonate was added. The resulting mixture was extracted with methylene chloride (3×). The combined organic extracts were dried with magnesium sulfate (anh.) and filtered. The filtrate was concentrated in vacuo to give an oil which was triturated with hexane/ethyl acetate to give 6 as a white solid (805... The reactants are FC(C(=O)O)(F)F (trifluoroacetic acid), C(C)(C)(C)OC(\C=C\C1=CC=C(C=C1)\C=C\C(=O)C1=CC=C(C=C1)C1CCN(CC1)C)=O ((E)-3-(4-{(E)-3-[4-(1-methyl-piperidin-4-yl)-phenyl]-3-oxo-propenyl}-phenyl)-acrylic acid tert-butyl ester). Run in C(Cl)Cl (DCM). Run at time 2 hour. Yields the product FC(C(=O)O)(F)F.CN1CCC(CC1)C1=CC=C(C=C1)C(/C=C/C1=CC=C(C=C1)/C=C/C(=O)O)=O ((E)-3-(4-{(E)-3-[4-(1-methyl-piperidin-4-yl)-phenyl]-3-oxo-propenyl}-phenyl)-acrylic acid trifluoro acetate). RXN SMILES: [F:1][C:2]([F:7])([F:6])[C:3]([OH:5])=[O:4].C([O:12][C:13](=[O:39])/[CH:14]=[CH:15]/[C:16]1[CH:21]=[CH:20][C:19](/[CH:22]=[CH:23]/[C:24]([C:26]2[CH:31]=[CH:30][C:29]([CH:32]3[CH2:37][CH2:36][N:35]([CH3:38])[CH2:34][CH2:33]3)=[CH:28][CH:27]=2)=[O:25])=[CH:18][CH:17]=1)(C)(C)C>C(Cl)Cl>[F:1][C:2]([F:7])([F:6])[C:3]([OH:5])=[O:4].[CH3:38][N:35]1[CH2:34][CH2:33][CH:32]([C:29]2[CH:28]=[CH:27][C:26]([C:24](=[O:25])/[CH:23]=[CH:22]/[C:19]3[CH:18]=[CH:17][C:16](/[CH:15]=[CH:14]/[C:13]([OH:39])=[O:12])=[CH:21][CH:20]=3)=[CH:31][CH:30]=2)[CH2:37][CH2:36]1 |f:3.4|. Procedure: 2 ml of trifluoroacetic acid were added to a solution of (E)-3-(4-{(E)-3-[4-(1-methyl-piperidin-4-yl)-phenyl]-3-oxo-propenyl}-phenyl)-acrylic acid tert-butyl ester (270 mg, 0.63 mmol) in 10 ml of DCM. The solution was stirred at room temperature for 2 hours. The solvent was then removed until dryness and 300 mg of (E)-3-(4-{(E)-3-[4-(1-methyl-piperidin-4-yl)-phenyl]-3-oxo-propenyl}-phenyl)-acrylic acid trifluoro acetate were obtained as a yellow solid.